This data is from the Open Reaction Database (ORD), a public repository of structured organic reaction records. The task is: describe an organic reaction: reactants, conditions, products, and yield Reactants: ClCC=CC1=CC=CC=C1 ((chloromethyl)styrene), C(C1=CC=CC=C1)OC(=C)C1=CC=C(C=C1)CO[Si](C)(C)C(C)(C)C (α-Benzyloxy[4-(tert-butyldimethylsilyloxymethyl)styrene]), [Si](C)(C)(C(C)(C)C)Cl (tert-butyldimethylsilyl chloride), 91, C (CH4), C(C1=CC=CC=C1)OC(=C)C1=CC(=CC=C1)CO[Si](C)(C)C(C)(C)C (α-Benzyloxy[3-(tert-butyldimethylsilyloxymethyl)styrene)), COC(=O)C1=CC=C(COC(=C)C2=CC=CC=C2)C=C1 (α-(4-Methoxycarbonylbenzyloxy)styrene), alkoxystyrene. The product is OCC=CC1=CC=CC=C1 ((Hydroxymethyl)styrene). RXN SMILES: C(O[C:9]([C:11]1[CH:16]=[CH:15][C:14](CO[Si](C(C)(C)C)(C)C)=[CH:13][CH:12]=1)=[CH2:10])C1C=CC=CC=1.[CH2:26]([O:33]C(C1C=CC=C(CO[Si](C(C)(C)C)(C)C)C=1)=C)C1C=CC=CC=1.COC(C1C=CC(COC(C2C=CC=CC=2)=C)=CC=1)=O.ClCC=CC1C=CC=CC=1.[Si](Cl)(C(C)(C)C)(C)C.C>>[OH:33][CH2:26][CH:10]=[CH:9][C:11]1[CH:12]=[CH:13][CH:14]=[CH:15][CH:16]=1. Reported procedure: α-Benzyloxy[4-(tert-butyldimethylsilyloxymethyl)styrene] and α-Benzyloxy[3-(tert-butyldimethylsilyloxymethyl)styrene)] (Formula II, R1 =(tert-butyldimethylsilyloxymethyl)phenyl, R2 =benzyl). (Hydroxymethyl)styrene was prepared from (chloromethyl)styrene (a 2:3 mixture of para and meta isomers) by a sequence described in Polymer, 1973, 14, 330. It was treated with tert-butyldimethylsilyl chloride following the general directions found in Journal of the American Chemical Society, 1972, 94, 6190. M...